This data is from the Open Reaction Database (ORD), a public repository of structured organic reaction records. The task is: describe an organic reaction: reactants, conditions, products, and yield Starting materials: BrC=1C=C2C(=C(N(C2=CC1)C)C1=CC=CC=C1)CCCCC (5-bromo-1-methyl-3-pentyl-2-phenyl-1H-indole), C(=O)([O-])[O-].[K+].[K+] (K2CO3), COC1=CC=C(C=C1)B(O)O (4-methoxyphenylboronic acid), ClCCl (dichloromethane). The reagents and catalysts are C1=CC=C(C=C1)P([C-]2C=CC=C2)C3=CC=CC=C3.C1=CC=C(C=C1)P([C-]2C=CC=C2)C3=CC=CC=C3.Cl[Pd]Cl.[Fe+2] ([1,1′-bis(diphenylphosphino)ferrocene]dichloropalladium). Solvent: O1CCOCC1 (dioxane). Yields the product COC1=CC=C(C=C1)C=1C=C2C(=C(N(C2=CC1)C)C1=CC=CC=C1)CCCCC (5-(4-Methoxy-phenyl)-1-methyl-3-pentyl-2-phenyl-1H-indole), product. Yield: 43.1%. RXN SMILES: Br[C:2]1[CH:3]=[C:4]2[C:8](=[CH:9][CH:10]=1)[N:7]([CH3:11])[C:6]([C:12]1[CH:17]=[CH:16][CH:15]=[CH:14][CH:13]=1)=[C:5]2[CH2:18][CH2:19][CH2:20][CH2:21][CH3:22].C([O-])([O-])=O.[K+].[K+].[CH3:29][O:30][C:31]1[CH:36]=[CH:35][C:34](B(O)O)=[CH:33][CH:32]=1.ClCCl>O1CCOCC1.C1C=CC(P(C2C=CC=CC=2)[C-]2C=CC=C2)=CC=1.C1C=CC(P(C2C=CC=CC=2)[C-]2C=CC=C2)=CC=1.Cl[Pd]Cl.[Fe+2]>[CH3:29][O:30][C:31]1[CH:36]=[CH:35][C:34]([C:2]2[CH:3]=[C:4]3[C:8](=[CH:9][CH:10]=2)[N:7]([CH3:11])[C:6]([C:12]2[CH:17]=[CH:16][CH:15]=[CH:14][CH:13]=2)=[C:5]3[CH2:18][CH2:19][CH2:20][CH2:21][CH3:22])=[CH:33][CH:32]=1 |f:1.2.3,7.8.9.10|. Procedure: The desired product was prepared using a procedure similar to step 3 of example 3. Thus, 5-bromo-1-methyl-3-pentyl-2-phenyl-1H-indole (1.105 g, 3.101 mmol) was reacted with aqueous 2M K2CO3 (3.1 ml), 4-methoxyphenylboronic acid (0.660 g, 4.341 mmol) and [1,1′-bis(diphenylphosphino)ferrocene]dichloropalladium (II) complex with dichloromethane (1:1) (0.076 g, 0.093 mmol) in dioxane (31 ml) to give the product (0.512 g, 1.335 mmol, 43%) as an oily solid. 1H NMR (DMSO-d6) δ 0.76 (t, J=6.9 Hz, 3H), 1... Reactants: CCOC(C)=O, COc1cccc(OC)c1B(O)O, COC(=O)C(Cc1ccc(OS(=O)(=O)C(F)(F)F)cc1)NC(=O)OC(C)(C)C, COCCOC, [K+], [K+], O=C([O-])[O-], O, c1ccc(P(c2ccccc2)(c2ccccc2)[Pd](P(c2ccccc2)(c2ccccc2)c2ccccc2)(P(c2ccccc2)(c2ccccc2)c2ccccc2)P(c2ccccc2)(c2ccccc2)c2ccccc2)cc1. Product: COC(=O)C(Cc1ccc(-c2c(OC)cccc2OC)cc1)NC(=O)OC(C)(C)C. As a reaction SMILES: [CH3:132][CH2:133][O:134][C:135]([CH3:136])=[O:137].[CH3:1][O:2][c:3]1[c:4]([B:11]([OH:12])[OH:13])[c:5]([O:9][CH3:10])[cH:6][cH:7][cH:8]1.[CH3:20][O:21][C:22]([CH:23]([NH:24][C:25](=[O:26])[O:27][C:28]([CH3:29])([CH3:30])[CH3:31])[CH2:32][c:33]1[cH:34][cH:35][c:36]([O:39][S:40]([C:41]([F:42])([F:43])[F:44])(=[O:45])=[O:46])[cH:37][cH:38]1)=[O:47].[CH3:48][O:49][CH2:50][CH2:51][O:52][CH3:53].[K+:14].[K+:15].[O-:16][C:17]([O-:18])=[O:19].[OH2:131].[cH:54]1[cH:55][cH:56][c:57]([P:58]([Pd:59]([P:60]([c:61]2[cH:62][cH:63][cH:64][cH:65][cH:66]2)([c:67]2[cH:68][cH:69][cH:70][cH:71][cH:72]2)[c:73]2[cH:74][cH:75][cH:76][cH:77][cH:78]2)([P:79]([c:80]2[cH:81][cH:82][cH:83][cH:84][cH:85]2)([c:86]2[cH:87][cH:88][cH:89][cH:90][cH:91]2)[c:92]2[cH:93][cH:94][cH:95][cH:96][cH:97]2)[P:98]([c:99]2[cH:100][cH:101][cH:102][cH:103][cH:104]2)([c:105]2[cH:106][cH:107][cH:108][cH:109][cH:110]2)[c:111]2[cH:112][cH:113][cH:114][cH:115][cH:116]2)([c:117]2[cH:118][cH:119][cH:120][cH:121][cH:122]2)[c:123]2[cH:124][cH:125][cH:126][cH:127][cH:128]2)[cH:129][cH:130]1>>[CH3:1][O:2][c:3]1[c:4](-[c:36]2[cH:35][cH:34][c:33]([CH2:32][CH:23]([C:22]([O:21][CH3:20])=[O:47])[NH:24][C:25](=[O:26])[O:27][C:28]([CH3:29])([CH3:30])[CH3:31])[cH:38][cH:37]2)[c:5]([O:9][CH3:10])[cH:6][cH:7][cH:8]1.